From a dataset of the Open Reaction Database (ORD), a public repository of structured organic reaction records. describe an organic reaction: reactants, conditions, products, and yield Reactants: COC(=O)c1sc(-c2cccc(NCC3CCCCC3)c2)c(Br)c1OCC(=O)OC(C)(C)C, ClCCl, [N-]=C=O, O=C=Nc1ccccc1. Product: COC(=O)c1sc(-c2cccc(N(CC3CCCCC3)C(=O)Nc3ccccc3)c2)c(Br)c1OCC(=O)OC(C)(C)C. Reaction SMILES: [CH3:1][O:2][C:3](=[O:4])[c:5]1[s:6][c:7](-[c:20]2[cH:21][c:22]([NH:26][CH2:27][CH:28]3[CH2:29][CH2:30][CH2:31][CH2:32][CH2:33]3)[cH:23][cH:24][cH:25]2)[c:8]([Br:19])[c:9]1[O:10][CH2:11][C:12](=[O:13])[O:14][C:15]([CH3:16])([CH3:17])[CH3:18].[Cl:46][CH2:47][Cl:48].[N-:34]=[C:35]=[O:36].[O:37]=[C:38]=[N:39][c:40]1[cH:41][cH:42][cH:43][cH:44][cH:45]1>>[CH3:1][O:2][C:3](=[O:4])[c:5]1[s:6][c:7](-[c:20]2[cH:21][c:22]([N:26]([CH2:27][CH:28]3[CH2:29][CH2:30][CH2:31][CH2:32][CH2:33]3)[C:38](=[O:37])[NH:39][c:40]3[cH:41][cH:42][cH:43][cH:44][cH:45]3)[cH:23][cH:24][cH:25]2)[c:8]([Br:19])[c:9]1[O:10][CH2:11][C:12](=[O:13])[O:14][C:15]([CH3:16])([CH3:17])[CH3:18]. Reactants: S1CCC(CC1)OS(=O)(=O)C (methanesulfonic acid tetrahydro-thiopyran-4-yl ester), C([O-])([O-])=O.[K+].[K+] (potassium carbonate), ClC1=CC=C(C(C=O)=C1)O (5-chloro salicylaldehyde). Solvent: CN(C=O)C (dimethylformamide). Yields the product ClC=1C=CC(=C(C=O)C1)OC1CCSCC1 (5-chloro-2-(tetrahydro-thiopyran-4-yloxy)-benzaldehyde). Reaction SMILES: [Cl:1][C:2]1[CH:9]=[C:6]([CH:7]=[O:8])[C:5]([OH:10])=[CH:4][CH:3]=1.[S:11]1[CH2:16][CH2:15][CH:14](OS(C)(=O)=O)[CH2:13][CH2:12]1.C(=O)([O-])[O-].[K+].[K+]>CN(C)C=O>[Cl:1][C:2]1[CH:3]=[CH:4][C:5]([O:10][CH:14]2[CH2:15][CH2:16][S:11][CH2:12][CH2:13]2)=[C:6]([CH:9]=1)[CH:7]=[O:8] |f:2.3.4|. Procedure details: In a manner similar to the method described in Example 4a, 5-chloro salicylaldehyde (Aldrich) reacted with methanesulfonic acid tetrahydro-thiopyran-4-yl ester prepared in Example 130a and potassium carbonate in dimethylformamide to give a solid. MS (H+), 257. The reactants are C1(CCCCC1)CN1C(=C(C=C1C1=CC(=CC(=C1)C(C)(C)C)C(C)(C)C)S(=O)(=O)NCCC(=O)OC)C (Methyl 3-(1-(cyclohexylmethyl)-5-(3,5-di-tert-butylphenyl)-2-methyl-1H-pyrrole-3-sulfonamido)propanoate), O[Li].O (LiOH.H2O). Run in CO (MeOH), O (water). Run at temperature 60 celsius, time 4 hour. Yields the product C1(CCCCC1)CN1C(=C(C=C1C1=CC(=CC(=C1)C(C)(C)C)C(C)(C)C)S(=O)(=O)NCCC(=O)O)C (3-(1-(Cyclohexylmethyl)-5-(3,5-di-tert-butylphenyl)-2-methyl-1H-pyrrole-3-sulfonamido)propanoic acid). Isolated yield 89.0%. As a reaction SMILES: [CH:1]1([CH2:7][N:8]2[C:12]([C:13]3[CH:18]=[C:17]([C:19]([CH3:22])([CH3:21])[CH3:20])[CH:16]=[C:15]([C:23]([CH3:26])([CH3:25])[CH3:24])[CH:14]=3)=[CH:11][C:10]([S:27]([NH:30][CH2:31][CH2:32][C:33]([O:35]C)=[O:34])(=[O:29])=[O:28])=[C:9]2[CH3:37])[CH2:6][CH2:5][CH2:4][CH2:3][CH2:2]1.O[Li].O>CO.O>[CH:1]1([CH2:7][N:8]2[C:12]([C:13]3[CH:18]=[C:17]([C:19]([CH3:21])([CH3:20])[CH3:22])[CH:16]=[C:15]([C:23]([CH3:25])([CH3:26])[CH3:24])[CH:14]=3)=[CH:11][C:10]([S:27]([NH:30][CH2:31][CH2:32][C:33]([OH:35])=[O:34])(=[O:28])=[O:29])=[C:9]2[CH3:37])[CH2:6][CH2:5][CH2:4][CH2:3][CH2:2]1 |f:1.2|. Reported procedure: To a solution of compound 38 (400 mg, 0.75 mmol) in a mixture of MeOH (10 mL) and water (3 mL) was added LiOH.H2O (200 mg, 4.60 mmol) and then this mixture was stirred at 60° C. for 4 h, evaporated and acidified to pH˜5 with 3N HCl. The aq. layer was extracted with EA (3×). The combined organic layers were concentrated and purified by CC (PE/EA=2/1) to give compound 39 (345 mg, 79%) as a colorless oil. 1H-NMR (CDCl3, 300 MHz) δ: 0.60-0.66 (2H, m), 0.93-1.02 (3H, m), 1.23-1.38 (3H, m), 1.34 (18H,...